This data is from the Open Reaction Database (ORD), a public repository of structured organic reaction records. The task is: describe an organic reaction: reactants, conditions, products, and yield Reactants: COCBr, CCOCC, [K+], [K+], O=C([O-])[O-], CN(C)C=O, O=c1cc(C(F)(F)F)c2ccc(O)cc2o1. The product is COCOc1ccc2c(C(F)(F)F)cc(=O)oc2c1. Reaction SMILES: [CH3:23][O:24][CH2:25][Br:26].[CH3:32][CH2:33][O:34][CH2:35][CH3:36].[K+:17].[K+:18].[O-:19][C:20]([O-:21])=[O:22].[O:27]=[CH:28][N:29]([CH3:30])[CH3:31].[OH:1][c:2]1[cH:3][cH:4][c:5]2[c:6]([C:13]([F:14])([F:15])[F:16])[cH:7][c:8](=[O:12])[o:9][c:10]2[cH:11]1>>[O:1]([c:2]1[cH:3][cH:4][c:5]2[c:6]([C:13]([F:14])([F:15])[F:16])[cH:7][c:8](=[O:12])[o:9][c:10]2[cH:11]1)[CH2:25][O:24][CH3:23]. Starting materials: Fc1cc(Br)cc(Oc2c(Cl)ccc(CBr)c2F)c1Cl, CS(C)=O, CCOC(C)=O, [N-]=[N+]=[N-], [Na+]. Yields the product [N-]=[N+]=NCc1ccc(Cl)c(Oc2cc(Br)cc(F)c2Cl)c1F. RXN SMILES: [Br:1][c:2]1[cH:3][c:4]([F:20])[c:5]([Cl:19])[c:6]([O:8][c:9]2[c:10]([Cl:18])[cH:11][cH:12][c:13]([CH2:16][Br:17])[c:14]2[F:15])[cH:7]1.[CH3:25][S:26]([CH3:27])=[O:28].[CH3:29][CH2:30][O:31][C:32]([CH3:33])=[O:34].[N-:22]=[N+:23]=[N-:24].[Na+:21]>>[Br:1][c:2]1[cH:3][c:4]([F:20])[c:5]([Cl:19])[c:6]([O:8][c:9]2[c:10]([Cl:18])[cH:11][cH:12][c:13]([CH2:16][N:22]=[N+:23]=[N-:24])[c:14]2[F:15])[cH:7]1. RXN SMILES: [C:1]1([P:7]([C:14]2[CH:19]=[CH:18][CH:17]=[CH:16][CH:15]=2)[C:8]2[CH:13]=[CH:12][CH:11]=[CH:10][CH:9]=2)[CH:6]=[CH:5][CH:4]=[CH:3][CH:2]=1.[Br:20][CH2:21][C:22]1[CH2:23][S:24][C@@H:25]2[C@H:45]([NH:46][C:47](=[O:84])/[C:48](=[N:74]\[O:75][CH2:76][C:77]([O:79][C:80]([CH3:83])([CH3:82])[CH3:81])=[O:78])/[C:49]3[N:50]=[C:51]([NH:54][C:55]([C:68]4[CH:73]=[CH:72][CH:71]=[CH:70][CH:69]=4)([C:62]4[CH:67]=[CH:66][CH:65]=[CH:64][CH:63]=4)[C:56]4[CH:61]=[CH:60][CH:59]=[CH:58][CH:57]=4)[S:52][CH:53]=3)[C:44](=[O:85])[N:26]2[C:27]=1[C:28]([O:30][CH:31]([C:38]1[CH:43]=[CH:42][CH:41]=[CH:40][CH:39]=1)[C:32]1[CH:37]=[CH:36][CH:35]=[CH:34][CH:33]=1)=[O:29]>C(OCC)(=O)C>[Br-:20].[C:80]([O:79][C:77]([CH2:76][O:75]/[N:74]=[C:48](/[C:49]1[N:50]=[C:51]([NH:54][C:55]([C:56]2[CH:57]=[CH:58][CH:59]=[CH:60][CH:61]=2)([C:68]2[CH:69]=[CH:70][CH:71]=[CH:72][CH:73]=2)[C:62]2[CH:63]=[CH:64][CH:65]=[CH:66][CH:67]=2)[S:52][CH:53]=1)\[C:47]([NH:46][C@@H:45]1[C:44](=[O:85])[N:26]2[C:27]([C:28]([O:30][CH:31]([C:32]3[CH:37]=[CH:36][CH:35]=[CH:34][CH:33]=3)[C:38]3[CH:43]=[CH:42][CH:41]=[CH:40][CH:39]=3)=[O:29])=[C:22]([CH2:21][P+:7]([C:1]3[CH:2]=[CH:3][CH:4]=[CH:5][CH:6]=3)([C:8]3[CH:13]=[CH:12][CH:11]=[CH:10][CH:9]=3)[C:14]3[CH:15]=[CH:16][CH:17]=[CH:18][CH:19]=3)[CH2:23][S:24][C@H:25]12)=[O:84])=[O:78])([CH3:81])([CH3:82])[CH3:83] |f:3.4|. Product: [Br-].C(C)(C)(C)OC(=O)CO\N=C(/C(=O)N[C@H]1[C@@H]2N(C(=C(CS2)C[P+](C2=CC=CC=C2)(C2=CC=CC=C2)C2=CC=CC=C2)C(=O)OC(C2=CC=CC=C2)C2=CC=CC=C2)C1=O)\C=1N=C(SC1)NC(C1=CC=CC=C1)(C1=CC=CC=C1)C1=CC=CC=C1 ([(6R,7R)-7-[(Z)-2-(t-Butoxycarbonylmethoxyimino)-2-(2-tritylaminothiazol-4-yl)acetamido]-4-diphenylmethoxycarbonylceph-3-em-3-ylmethyl]triphenylphosphonium bromide). Starting materials: C1(=CC=CC=C1)P(C1=CC=CC=C1)C1=CC=CC=C1 (triphenylphosphine), BrCC=1CS[C@H]2N(C1C(=O)OC(C1=CC=CC=C1)C1=CC=CC=C1)C([C@H]2NC(\C(\C=2N=C(SC2)NC(C2=CC=CC=C2)(C2=CC=CC=C2)C2=CC=CC=C2)=N/OCC(=O)OC(C)(C)C)=O)=O (diphenylmethyl (6R,7R)-3-bromomethyl-7-[(Z)-2-(t-butoxycarbonylmethoxyimino)-2-(2-tritylaminothiazol-4-yl)acetamido]ceph-3-em-4-carboxylate), 2036738A. The yield is 68.0%. Procedure: A solution of triphenylphosphine (0.524 g) and diphenylmethyl (6R,7R)-3-bromomethyl-7-[(Z)-2-(t-butoxycarbonylmethoxyimino)-2-(2-tritylaminothiazol-4-yl)acetamido]ceph-3-em-4-carboxylate (0.985 g) [prepared according to the method of UK Patent Specification No. 2036738A] in ethyl acetate (10 ml) was stirred at ambient temperature for 16 hr. During this time, a solid was deposited. This was filtered off, washed with ethyl acetate, and dried in vacuo to give the title compound (0.848 g); νmax (CHB... The solvent is C(C)(=O)OCC (ethyl acetate). Starting materials: [OH-].[Na+] (NaOH), COC(CC1=CC(=CC=C1)OCCCN(CC1=CC(=CC(=C1)C(C)(C)C)C(C)(C)C)CC(C1=CC=CC=C1)C1=CC=CC=C1)=O ((3-{3-[(2,2-Diphenyl-ethyl)-(3,5-di-tert-butyl-benzyl)-amino]-propoxy}-phenyl)-acetic acid methyl ester). The solvent is CO (methanol). Conditions: time 8 hour. The product is C1(=CC=CC=C1)C(CN(CCCOC=1C=C(C=CC1)CC(=O)O)CC1=CC(=CC(=C1)C(C)(C)C)C(C)(C)C)C1=CC=CC=C1 ((3-{3-[(2,2-Diphenyl-ethyl)-(3,5-di-tert-butyl-benzyl)-amino]-propoxy}-phenyl)-acetic acid). Isolated yield 71.0%. RXN SMILES: C[O:2][C:3](=[O:45])[CH2:4][C:5]1[CH:10]=[CH:9][CH:8]=[C:7]([O:11][CH2:12][CH2:13][CH2:14][N:15]([CH2:31][CH:32]([C:39]2[CH:44]=[CH:43][CH:42]=[CH:41][CH:40]=2)[C:33]2[CH:38]=[CH:37][CH:36]=[CH:35][CH:34]=2)[CH2:16][C:17]2[CH:22]=[C:21]([C:23]([CH3:26])([CH3:25])[CH3:24])[CH:20]=[C:19]([C:27]([CH3:30])([CH3:29])[CH3:28])[CH:18]=2)[CH:6]=1.[OH-].[Na+]>CO>[C:39]1([CH:32]([C:33]2[CH:34]=[CH:35][CH:36]=[CH:37][CH:38]=2)[CH2:31][N:15]([CH2:16][C:17]2[CH:22]=[C:21]([C:23]([CH3:24])([CH3:25])[CH3:26])[CH:20]=[C:19]([C:27]([CH3:28])([CH3:29])[CH3:30])[CH:18]=2)[CH2:14][CH2:13][CH2:12][O:11][C:7]2[CH:6]=[C:5]([CH2:4][C:3]([OH:45])=[O:2])[CH:10]=[CH:9][CH:8]=2)[CH:44]=[CH:43][CH:42]=[CH:41][CH:40]=1 |f:1.2|. Procedure details: A solution of (3-{3-[(2,2-Diphenyl-ethyl)-(3,5-ditert-butyl-benzyl)-amino]-propoxy}-phenyl)-acetic acid methyl ester (41). (0.56 g, 0.001 mol) in methanol (6 mL) was treated with 2N NaOH (4 mL) and the mixture stirred overnight at ambient temperature. After concentration to dryness, the residue was dissolved in EtOAc (15 mL) and water was added (5 mL), the solution acidified to pH 3 with concentrated hydrochloric acid, then extracted into EtOAc (3×20 mL). The combined organic extracts were dried... Starting materials: CCOC(=O)CC(=O)OCC, C1CCNCC1, Cc1oc(-c2ccccc2)nc1COc1cccc(CSc2cccc(C=O)c2)c1, Cc1ccccc1, O=C(O)c1ccccc1. Yields the product CCOC(=O)C(Cc1cccc(SCc2cccc(OCc3nc(-c4ccccc4)oc3C)c2)c1)C(=O)OCC. RXN SMILES: [C:31]([CH2:32][C:33](=[O:34])[O:35][CH2:36][CH3:37])(=[O:38])[O:39][CH2:40][CH3:41].[CH2:51]1[CH2:52][CH2:53][NH:54][CH2:55][CH2:56]1.[CH3:1][c:2]1[c:3]([CH2:13][O:14][c:15]2[cH:16][c:17]([CH2:18][S:19][c:20]3[cH:21][c:22]([CH:23]=[O:24])[cH:25][cH:26][cH:27]3)[cH:28][cH:29][cH:30]2)[n:4][c:5](-[c:7]2[cH:8][cH:9][cH:10][cH:11][cH:12]2)[o:6]1.[CH3:57][c:58]1[cH:59][cH:60][cH:61][cH:62][cH:63]1.[OH:42][C:43]([c:44]1[cH:45][cH:46][cH:47][cH:48][cH:49]1)=[O:50]>>[CH3:1][c:2]1[c:3]([CH2:13][O:14][c:15]2[cH:16][c:17]([CH2:18][S:19][c:20]3[cH:21][c:22]([CH2:23][CH:32]([C:31](=[O:38])[O:39][CH2:40][CH3:41])[C:33](=[O:34])[O:35][CH2:36][CH3:37])[cH:25][cH:26][cH:27]3)[cH:28][cH:29][cH:30]2)[n:4][c:5](-[c:7]2[cH:8][cH:9][cH:10][cH:11][cH:12]2)[o:6]1. Reactants: N#CC1CCN2c3ccccc3Cc3ccccc3C2C1, C1CCOC1, O, Cc1ccc(S(=O)(=O)OC2CCN3c4ccccc4Cc4ccccc4C3C2)cc1. Product: NCC1CCN2c3ccccc3Cc3ccccc3C2C1. Reaction SMILES: [C:31](#[N:32])[CH:33]1[CH2:34][CH:35]2[N:36]([c:37]3[c:38]([cH:46][cH:47][cH:48][cH:49]3)[CH2:39][c:40]3[c:41]2[cH:42][cH:43][cH:44][cH:45]3)[CH2:50][CH2:51]1.[CH2:53]1[O:54][CH2:55][CH2:56][CH2:57]1.[OH2:52].[S:1]([O:2][CH:3]1[CH2:4][CH2:5][N:6]2[c:7]3[cH:8][cH:9][cH:10][cH:11][c:12]3[CH2:13][c:14]3[cH:15][cH:16][cH:17][cH:18][c:19]3[CH:20]2[CH2:21]1)([c:22]1[cH:23][cH:24][c:25]([CH3:26])[cH:27][cH:28]1)(=[O:29])=[O:30]>>[CH2:31]([NH2:32])[CH:33]1[CH2:34][CH:35]2[N:36]([c:37]3[c:38]([cH:46][cH:47][cH:48][cH:49]3)[CH2:39][c:40]3[c:41]2[cH:42][cH:43][cH:44][cH:45]3)[CH2:50][CH2:51]1. Starting materials: Cl, Cc1nc2ccccc2n1C1CC2CCC(C1)N2CCC1(c2cccc(F)c2)CCN(C(=O)C2CCCN2C(=O)OC(C)(C)C)CC1. Yields the product Cc1nc2ccccc2n1C1CC2CCC(C1)N2CCC1(c2cccc(F)c2)CCN(C(=O)C2CCCN2)CC1. As a reaction SMILES: [ClH:48].[F:1][c:2]1[cH:3][c:4]([C:8]2([CH2:28][CH2:29][N:30]3[CH:31]4[CH2:32][CH:33]([n:38]5[c:39]([CH3:47])[n:40][c:41]6[c:42]5[cH:43][cH:44][cH:45][cH:46]6)[CH2:34][CH:35]3[CH2:36][CH2:37]4)[CH2:9][CH2:10][N:11]([C:14](=[O:15])[CH:16]3[N:17]([C:21]([O:22][C:23]([CH3:24])([CH3:25])[CH3:26])=[O:27])[CH2:18][CH2:19][CH2:20]3)[CH2:12][CH2:13]2)[cH:5][cH:6][cH:7]1>>[F:1][c:2]1[cH:3][c:4]([C:8]2([CH2:28][CH2:29][N:30]3[CH:31]4[CH2:32][CH:33]([n:38]5[c:39]([CH3:47])[n:40][c:41]6[c:42]5[cH:43][cH:44][cH:45][cH:46]6)[CH2:34][CH:35]3[CH2:36][CH2:37]4)[CH2:9][CH2:10][N:11]([C:14](=[O:15])[CH:16]3[NH:17][CH2:18][CH2:19][CH2:20]3)[CH2:12][CH2:13]2)[cH:5][cH:6][cH:7]1.